describe an organic reaction: reactants, conditions, products, and yield From a dataset of the Open Reaction Database (ORD), a public repository of structured organic reaction records. The reactants are CN1C(C2=CC=CC=C2C(=C1/C=C/CO)C1=CC=CC=C1)=O ((E)-3-(2-methyl-1-oxo-4-phenyl-1,2-dihydroisoquinolin-3-yl)prop-2-en-1-ol). Reagents/catalysts: [O-2].[O-2].[Mn+4] (manganese dioxide). The solvent is C(C)OCC (diethyl ether). Reaction conditions: time 4 hour. Yields the product CN1C(C2=CC=CC=C2C(=C1/C=C/C=O)C1=CC=CC=C1)=O ((E)-3-(2-methyl-1-oxo-4-phenyl-1,2-dihydroisoquinolin-3-yl)propenal). The yield is 85.6%. As a reaction SMILES: [CH3:1][N:2]1[C:11](/[CH:12]=[CH:13]/[CH2:14][OH:15])=[C:10]([C:16]2[CH:21]=[CH:20][CH:19]=[CH:18][CH:17]=2)[C:9]2[C:4](=[CH:5][CH:6]=[CH:7][CH:8]=2)[C:3]1=[O:22]>C(OCC)C.[O-2].[O-2].[Mn+4]>[CH3:1][N:2]1[C:11](/[CH:12]=[CH:13]/[CH:14]=[O:15])=[C:10]([C:16]2[CH:17]=[CH:18][CH:19]=[CH:20][CH:21]=2)[C:9]2[C:4](=[CH:5][CH:6]=[CH:7][CH:8]=2)[C:3]1=[O:22] |f:2.3.4|. Procedure details: A stirred solution of (E)-3-(2-methyl-1-oxo-4-phenyl-1,2-dihydroisoquinolin-3-yl)prop-2-en-1-ol (0.4 g) in dry diethyl ether (125 ml) under an atmosphere of nitrogen was treated with activated manganese dioxide (1.8 g). The mixture was stirred for 4 hours. The manganese dioxide was then filtered off and washed well with diethyl ether (4×100 ml) during 15 minutes. The combined ethereal solutions were evaporated, to give (E)-3-(2-methyl-1-oxo-4-phenyl-1,2-dihydroisoquinolin-3-yl)propenal (0.34 g) ... The reactants are FCC1=NC2=CC=C(C=C2C(N1C1=C(C=CC=C1)C)=O)[N+](=O)[O-] (2-fluoromethyl-3-(o-tolyl)-6-nitro-4(3H)-quinazolinone), C(C)(=O)O (acetic acid). The reagents and catalysts are [C].[Pd] (palladium-carbon). Solvent: [H][H] (hydrogen), [H][H] (hydrogen), C(Cl)(Cl)Cl (chloroform), [H][H] (hydrogen), C(Cl)(Cl)Cl (chloroform). Product: FCC1=NC2=CC=C(C=C2C(N1C1=C(C=CC=C1)C)=O)N (2-fluoromethyl-3-(o-tolyl)-6-amino-4(3H)-quinazolinone). Isolated yield 5.2%. Reaction SMILES: [F:1][CH2:2][C:3]1[N:12]([C:13]2[CH:18]=[CH:17][CH:16]=[CH:15][C:14]=2[CH3:19])[C:11](=[O:20])[C:10]2[C:5](=[CH:6][CH:7]=[C:8]([N+:21]([O-])=O)[CH:9]=2)[N:4]=1.C(O)(=O)C>[H][H].C(Cl)(Cl)Cl.[C].[Pd]>[F:1][CH2:2][C:3]1[N:12]([C:13]2[CH:18]=[CH:17][CH:16]=[CH:15][C:14]=2[CH3:19])[C:11](=[O:20])[C:10]2[C:5](=[CH:6][CH:7]=[C:8]([NH2:21])[CH:9]=2)[N:4]=1 |f:4.5|. Reported procedure: A mixture of 2.0 g(0.064 mol) of 2-fluoromethyl-3-(o-tolyl)-6-nitro-4(3H)-quinazolinone, 0.2 g of 5 % palladium-carbon and 100 ml of acetic acid is shaken for 30 minutes in hydrogen gas. The initial pressure of hydrogen gas is adjusted to 46 lb and the mixture is heated with an infrared lamp during the reaction. After 30 minutes of said reaction, the pressure of hydrogen gas decreases to 6 lb. After the mixture is cooled, said mixture is filtered to remove the catalyst. The filtrate is evaporate... Starting materials: C1(CCCC1)NC1=C2N=CN(C2=NC=N1)[C@@H]1O[C@@H]([C@@H]2[C@H]1OC(O2)(C)C)C(=O)O ((3aS,4S,6R,6aR)-6-(6-cyclopentylamino-purin-9-yl)-2,2-dimethyl-tetrahydro-furo[3,4-d][1,3]dioxole-4-carboxylic acid), C(C)OC1N(C2=CC=CC=C2C=C1)C(=O)OCC (2-ethoxy-1-ethoxycarbonyl-1,2-dihydroquinoline), C(C)=NO (acetaldoxime). The solvent is C(OC)COC (dimethoxyethane). Run at temperature 22 celsius. The product is CC1(O[C@@H]2[C@@H](O1)[C@H](O[C@H]2N2C1=NC=NC(=C1N=C2)NC2CCCC2)C2=NC(=NO2)C)C (N-{9-[(3aR,4R,6S,6aR)-2,2-dimethyl-6-(3-methyl-1,2,4-oxadiazol-5-yl)tetrahydrofuro[3,4-d][1,3]dioxol-4-yl]-9H-purin-6-yl}-N-cyclopentylamine). Yield: 28.7%. As a reaction SMILES: [CH:1]1([NH:6][C:7]2[N:15]=[CH:14][N:13]=[C:12]3[C:8]=2[N:9]=[CH:10][N:11]3[C@H:16]2[C@@H:20]3[O:21][C:22]([CH3:25])([CH3:24])[O:23][C@@H:19]3[C@@H:18]([C:26](O)=[O:27])[O:17]2)[CH2:5][CH2:4][CH2:3][CH2:2]1.C(OC1C=C[C:39]2[C:34](=CC=CC=2)[N:33]1C(OCC)=O)C.C(=[N:49]O)C>C(COC)OC>[CH3:24][C:22]1([CH3:25])[O:23][C@H:19]2[C@@H:18]([C:26]3[O:27][N:33]=[C:34]([CH3:39])[N:49]=3)[O:17][C@@H:16]([N:11]3[CH:10]=[N:9][C:8]4[C:12]3=[N:13][CH:14]=[N:15][C:7]=4[NH:6][CH:1]3[CH2:5][CH2:4][CH2:3][CH2:2]3)[C@@H:20]2[O:21]1. Reported procedure: A mixture of (3aS,4S,6R,6aR)-6-(6-cyclopentylamino-purin-9-yl)-2,2-dimethyl-tetrahydro-furo[3,4-d][1,3]dioxole-4-carboxylic acid (0.2 g), 2-ethoxy-1-ethoxycarbonyl-1,2-dihydroquinoline (146 mg), acetaldoxime (76 mg) and dimethoxyethane (DME, 25 ml) was heated under reflux for 4 days and then cooled to 22° C. The mixture was concentrated in vacuo and ethyl acetate (40 ml) added to the residue. The resulting suspension was washed with 0.5M citric acid solution (3×20 ml) and the aqueous washings we... Reported procedure: A crude product was obtained in the same manner as in Example 8 except for using 3-(3-(4,4-bis(diethoxyphosphinoyl)butyrylamino)-4-hydroxyphenyl)-4-(4-hydroxyphenyl)-3-hexene (0.48 g) obtained by the process described in Example 32, and then it was purified by a high-performance reversed phase column chromatography (a 0.1% aqueous trifluoroacetic acid solution:acetonitrile) to obtain 3-(3-(4,4-diphosphonobutyrylamino)-4-hydroxyphenyl)-4-(4-hydroxyphenyl)-3-hexene (74 mg, yield 19%). Reactants: C(C)OP(=O)(C(CCC(=O)NC=1C=C(C=CC1O)C(CC)=C(CC)C1=CC=C(C=C1)O)P(=O)(OCC)OCC)OCC (3-(3-(4,4-bis(diethoxyphosphinoyl)butyrylamino)-4-hydroxyphenyl)-4-(4-hydroxyphenyl)-3-hexene). Yields the product P(=O)(O)(O)C(CCC(=O)NC=1C=C(C=CC1O)C(CC)=C(CC)C1=CC=C(C=C1)O)P(=O)(O)O (3-(3-(4,4-diphosphonobutyrylamino)-4-hydroxyphenyl)-4-(4-hydroxyphenyl)-3-hexene). The solvent is C(C)#N (acetonitrile). Isolated yield 18.8%. Reaction SMILES: C([O:3][P:4]([O:40]CC)([CH:6]([P:32]([O:37]CC)([O:34]CC)=[O:33])[CH2:7][CH2:8][C:9]([NH:11][C:12]1[CH:13]=[C:14]([C:19](=[C:22]([C:25]2[CH:30]=[CH:29][C:28]([OH:31])=[CH:27][CH:26]=2)[CH2:23][CH3:24])[CH2:20][CH3:21])[CH:15]=[CH:16][C:17]=1[OH:18])=[O:10])=[O:5])C>C(#N)C>[P:4]([CH:6]([P:32]([OH:34])([OH:37])=[O:33])[CH2:7][CH2:8][C:9]([NH:11][C:12]1[CH:13]=[C:14]([C:19](=[C:22]([C:25]2[CH:26]=[CH:27][C:28]([OH:31])=[CH:29][CH:30]=2)[CH2:23][CH3:24])[CH2:20][CH3:21])[CH:15]=[CH:16][C:17]=1[OH:18])=[O:10])([OH:40])([OH:5])=[O:3]. As a reaction SMILES: [ClH:1].[C:2]1([O:8]N)[CH:7]=[CH:6][CH:5]=[CH:4][CH:3]=1.Cl.[NH:11]1[CH2:16][CH2:15][C:14](O)(O)[CH2:13][CH2:12]1.Cl>CC(O)C>[ClH:1].[CH2:12]1[C:13]2[C:3]3[CH:4]=[CH:5][CH:6]=[CH:7][C:2]=3[O:8][C:14]=2[CH2:15][CH2:16][NH:11]1 |f:0.1,2.3,6.7|. Yield: 64.1%. The reactants are Cl.C1(=CC=CC=C1)ON (O-phenylhydroxylamine hydrochloride), Cl.N1CCC(CC1)(O)O (4,4-piperidinediol hydrochloride), Cl (HCl). Conditions: temperature 20 celsius. Run in CC(C)O (2-propanol). Product: Cl.C1NCCC2=C1C1=C(O2)C=CC=C1 (1,2,3,4-tetrahydrobenzo-furo[3,2-c]pyridine hydrochloride). Reported procedure: A mixture of O-phenylhydroxylamine hydrochloride (1:1) (0.625 mol) and 4,4-piperidinediol hydrochloride (1:1) (0.682 mol) in 2-propanol (615 ml) was stirred at 20° C. HCl (353 ml) was added dropwise at 20 ° C. The reaction mixture was gently heated to reflux temperature. The reaction mixture was stirred and refluxed for 3 hours, then cooled to room temperature. The precipitate was filtered off, washed with diisopropyl ether, and dried. This fraction was crystallized from water (1600 ml). The des... The reactants are CS(=O)(=O)C1=NN=C2C(C3=C(C=CN21)C=CC=C3)C3=CC=CC=C3 (3-methylsulfonyl-11-phenyl-11H-s-triazolo[3,4-b][3]benzazepine), C[O-].[Na+] (sodium methoxide). Yields the product COC1=NN=C2C(C3=C(C=CN21)C=CC=C3)C3=CC=CC=C3 (3-methoxy-11-phenyl-11H-s-triazolo[3,4-b][3]benzazepine). As a reaction SMILES: CS([C:5]1[N:14]2[C:8]([CH:9]([C:19]3[CH:24]=[CH:23][CH:22]=[CH:21][CH:20]=3)[C:10]3[CH:18]=[CH:17][CH:16]=[CH:15][C:11]=3[CH:12]=[CH:13]2)=[N:7][N:6]=1)(=O)=O.[CH3:25][O-:26].[Na+]>>[CH3:25][O:26][C:5]1[N:14]2[C:8]([CH:9]([C:19]3[CH:24]=[CH:23][CH:22]=[CH:21][CH:20]=3)[C:10]3[CH:18]=[CH:17][CH:16]=[CH:15][C:11]=3[CH:12]=[CH:13]2)=[N:7][N:6]=1 |f:1.2|. Procedure: The reaction of 3-methylsulfonyl-11-phenyl-11H-s-triazolo[3,4-b][3]benzazepine with sodium methoxide yielded 3-methoxy-11-phenyl-11H-s-triazolo[3,4-b][3]benzazepine. Colorless prisms (as recrystallized from aqueous methanol), melting point: 183°-184° C. The reactants are C(#N)C1=CC=C(OC=2C=C(C(=O)O)C=C(C2)O)C=C1 (3-(4-Cyano-phenoxy)-5-hydroxy-benzoic acid), N1CCCC2CCCCC12 (decahydro-quinoline). As a reaction SMILES: [C:1]([C:3]1[CH:19]=[CH:18][C:6]([O:7][C:8]2[CH:9]=[C:10]([CH:14]=[C:15]([OH:17])[CH:16]=2)[C:11]([OH:13])=O)=[CH:5][CH:4]=1)#[N:2].[NH:20]1[CH:29]2[CH:24]([CH2:25][CH2:26][CH2:27][CH2:28]2)[CH2:23][CH2:22][CH2:21]1>>[OH:17][C:15]1[CH:16]=[C:8]([CH:9]=[C:10]([C:11]([N:20]2[CH:29]3[CH:24]([CH2:25][CH2:26][CH2:27][CH2:28]3)[CH2:23][CH2:22][CH2:21]2)=[O:13])[CH:14]=1)[O:7][C:6]1[CH:5]=[CH:4][C:3]([C:1]#[N:2])=[CH:19][CH:18]=1. Yield: 72.4%. Procedure: 3-(4-Cyano-phenoxy)-5-hydroxy-benzoic acid (1.5 g, 5.87 mmol) and decahydro-quinoline (0.89 g, 6.45 mmol) and other reagents as described in Example 9(e) were used to afford 1.6 g of the required product. NMR (DMSO-d6): δ 1.35 (6H, m), 1.80 (7H, m), 3.0 (1H, m), 3.6 (1H, m), 4.5 (1H, m), 6.44 (1H, s), 6.54 (2H, m), 7.16 (2H, d), 7.88 (2H, d), 10.1 (1H, brs). Product: OC=1C=C(OC2=CC=C(C#N)C=C2)C=C(C1)C(=O)N1CCCC2CCCCC12 (4-[3-Hydroxy-5-(octahydro quinoline-1-carbonyl)phenoxy]benzonitrile). Starting materials: CS(=O)(=O)OC1=CC=C(OCC2CO2)C=C1 (1-(4-methylsulphonyloxy-phenoxy)-2,3-epoxypropane), NCCN1N=NC2=C1C=CC(=C2)C=2CCC(NN2)=O (6-[1-(2-aminoethyl)benztriazol-5-yl]-4,5-dihydro-3(2H)pyridazinone). The product is CS(=O)(=O)OC1=CC=C(OCC(CNCCN2N=NC3=C2C=CC(=C3)C=3CCC(NN3)=O)O)C=C1 (6-[1-[2-[3-(4-Methylsulphonyloxy-phenoxy)-2-hydroxypropylamino]ethyl]benztriazol-5-yl]-4,5-dihydro-3(2H)-pyridazinone). As a reaction SMILES: [CH3:1][S:2]([O:5][C:6]1[CH:16]=[CH:15][C:9]([O:10][CH2:11][CH:12]2[O:14][CH2:13]2)=[CH:8][CH:7]=1)(=[O:4])=[O:3].[NH2:17][CH2:18][CH2:19][N:20]1[C:24]2[CH:25]=[CH:26][C:27]([C:29]3[CH2:30][CH2:31][C:32](=[O:35])[NH:33][N:34]=3)=[CH:28][C:23]=2[N:22]=[N:21]1>>[CH3:1][S:2]([O:5][C:6]1[CH:16]=[CH:15][C:9]([O:10][CH2:11][CH:12]([OH:14])[CH2:13][NH:17][CH2:18][CH2:19][N:20]2[C:24]3[CH:25]=[CH:26][C:27]([C:29]4[CH2:30][CH2:31][C:32](=[O:35])[NH:33][N:34]=4)=[CH:28][C:23]=3[N:22]=[N:21]2)=[CH:8][CH:7]=1)(=[O:4])=[O:3]. Procedure: Prepared analogously to Example 1 from 1-(4-methylsulphonyloxy-phenoxy)-2,3-epoxypropane and 6-[1-(2-aminoethyl)benztriazol-5-yl]-4,5-dihydro-3(2H)pyridazinone. The reactants are C(C)(=O)OCC=1CS[C@H]2N(C1C(=O)OC(C1=CC=CC=C1)C1=CC=CC=C1)C([C@H]2NC(C(C2=CC=CC=C2)=NOC(C2=CC=C(C=C2)[N+](=O)[O-])=O)=O)=O (diphenylmethyl 3-acetoxymethyl-7β-[2-(4-nitrobenzoyloxyimino)-2-phenylacetamido]ceph-3-em-4-carboxylate). Solvent: FC(C(=O)O)(F)F (trifluoroacetic acid). Product: C(C)(=O)OCC=1CS[C@H]2N(C1C(=O)O)C([C@H]2NC(C(C2=CC=CC=C2)=NOC(C2=CC=C(C=C2)[N+](=O)[O-])=O)=O)=O (3-acetoxymethyl-7β-[2-(4-nitrobenzoyloxyimino)-2-phenylacetamido]ceph-3-em-4-carboxylic acid). The yield is 19.4%. As a reaction SMILES: [C:1]([O:4][CH2:5][C:6]1[CH2:7][S:8][C@@H:9]2[C@H:29]([NH:30][C:31](=[O:52])[C:32](=[N:39][O:40][C:41](=[O:51])[C:42]3[CH:47]=[CH:46][C:45]([N+:48]([O-:50])=[O:49])=[CH:44][CH:43]=3)[C:33]3[CH:38]=[CH:37][CH:36]=[CH:35][CH:34]=3)[C:28](=[O:53])[N:10]2[C:11]=1[C:12]([O:14]C(C1C=CC=CC=1)C1C=CC=CC=1)=[O:13])(=[O:3])[CH3:2]>FC(F)(F)C(O)=O>[C:1]([O:4][CH2:5][C:6]1[CH2:7][S:8][C@@H:9]2[C@H:29]([NH:30][C:31](=[O:52])[C:32](=[N:39][O:40][C:41](=[O:51])[C:42]3[CH:43]=[CH:44][C:45]([N+:48]([O-:50])=[O:49])=[CH:46][CH:47]=3)[C:33]3[CH:34]=[CH:35][CH:36]=[CH:37][CH:38]=3)[C:28](=[O:53])[N:10]2[C:11]=1[C:12]([OH:14])=[O:13])(=[O:3])[CH3:2]. Procedure details: A solution of diphenylmethyl 3-acetoxymethyl-7β-[2-(4-nitrobenzoyloxyimino)-2-phenylacetamido]ceph-3-em-4-carboxylate (syn-isomer) (1.0 g) in trifluoroacetic acid (10 ml.) was allowed to stand at room temperature for ten minutes. After evaporation of trifluoroacetic acid under reduced pressure, the residue was dissolved in ethyl acetate and extracted with saturated aqueous sodium bicarbonate. A solid precipitated during the bicarbonate extraction and was collected, washed with water and ethyl ac... Starting materials: CC(C)(C)OC(=O)NCc1cccc(CO)c1, ClCCl, O=C(O)C(F)(F)F. The product is NCc1cccc(CO)c1. Reaction SMILES: [C:8]([O:9][C:10](=[O:11])[NH:14][CH2:15][c:16]1[cH:17][c:18]([CH2:22][OH:23])[cH:19][cH:20][cH:21]1)([CH3:12])([CH3:13])[CH3:24].[Cl:25][CH2:26][Cl:27].[OH:1][C:2]([C:3]([F:4])([F:5])[F:6])=[O:7]>>[NH2:14][CH2:15][c:16]1[cH:17][c:18]([CH2:22][OH:23])[cH:19][cH:20][cH:21]1.